Dataset: the Open Reaction Database (ORD), a public repository of structured organic reaction records. Task: describe an organic reaction: reactants, conditions, products, and yield Reactants: C(C)(C)(C)OC(=O)N(C1=NC=CC(=C1)C[C@@H]1[C@H](NC1=O)C(=O)N(C)S(=O)(=O)C1=CC=C(C=C1)F)C(=O)OC(C)(C)C ((2S,3R)-3-((2-bis(tert-butoxycarbonyl)aminopyridin-4-yl)methyl)-N-(4-fluorophenylsulfonyl)-N-methyl-4-oxoazetidine-2-carboxamide), C[C@H](C1=CC=CC=C1)N=C=O ((R)-α-methylbenzylisocyanate), TEA. Run in CN(C)C=O (DMF). Conditions: time 20 hour. Product: C(C)(C)(C)OC(=O)N(C1=NC=CC(=C1)C[C@@H]1[C@H](N(C1=O)C(=O)N[C@H](C)C1=CC=CC=C1)C(=O)N(C)S(=O)(=O)C1=CC=C(C=C1)F)C(=O)OC(C)(C)C ((2S,3R)-3-((2-bis(tert-butoxycarbonyl)aminopyridin-4-yl)methyl)-N2-(4-fluorophenylsulfonyl)-N2-methyl-4-oxo-N1-((R)-1-phenylethyl)azetidine-1,2-dicarboxamide). Reaction SMILES: [C:1]([O:5][C:6]([N:8]([C:35]([O:37][C:38]([CH3:41])([CH3:40])[CH3:39])=[O:36])[C:9]1[CH:14]=[C:13]([CH2:15][C@H:16]2[C:19](=[O:20])[NH:18][C@@H:17]2[C:21]([N:23]([S:25]([C:28]2[CH:33]=[CH:32][C:31]([F:34])=[CH:30][CH:29]=2)(=[O:27])=[O:26])[CH3:24])=[O:22])[CH:12]=[CH:11][N:10]=1)=[O:7])([CH3:4])([CH3:3])[CH3:2].[CH3:42][C@@H:43]([N:50]=[C:51]=[O:52])[C:44]1[CH:49]=[CH:48][CH:47]=[CH:46][CH:45]=1>CN(C=O)C>[C:1]([O:5][C:6]([N:8]([C:35]([O:37][C:38]([CH3:41])([CH3:40])[CH3:39])=[O:36])[C:9]1[CH:14]=[C:13]([CH2:15][C@H:16]2[C:19](=[O:20])[N:18]([C:51]([NH:50][C@@H:43]([C:44]3[CH:49]=[CH:48][CH:47]=[CH:46][CH:45]=3)[CH3:42])=[O:52])[C@@H:17]2[C:21]([N:23]([S:25]([C:28]2[CH:29]=[CH:30][C:31]([F:34])=[CH:32][CH:33]=2)(=[O:27])=[O:26])[CH3:24])=[O:22])[CH:12]=[CH:11][N:10]=1)=[O:7])([CH3:4])([CH3:3])[CH3:2]. Procedure details: To a solution of 99 in DMF (0.75 mL) was added (R)-α-methylbenzylisocyanate (6 uL, 2.0 eq.) and TEA (8.5 uL, 3.0 eq.). The reaction was stirred under an atmosphere of argon for 20 hours. The reaction was then concentrated in vacuo and taken on to the next step without further purification.